From a dataset of the Open Reaction Database (ORD), a public repository of structured organic reaction records. describe an organic reaction: reactants, conditions, products, and yield Reactants: [H-].[Na+] (NaH), ClC1=CC=CC=2N(C(=NC21)CC(F)(F)F)Cl (dichloro-2-(2,2,2-trifluoro-ethyl)-1H-benzoimidazole), COC1=CC=C(CCl)C=C1 (4-methoxy-benzyl chloride), [I-].[K+] (potassium iodide), ClC=1C=C2C=C(NC2=CC1Cl)CC(F)(F)F (5,6-Dichloro-2-(2,2,2-trifluoro-ethyl)-1H-indole), [NH4+].[Cl-] (NH4Cl). Solvent: CN(C)C=O (DMF). Conditions: temperature 0 celsius, time 0.5 hour. Yields the product ClC1=CC2=C(N(C(=N2)CC(F)(F)F)CC2=CC=C(C=C2)OC)C=C1Cl (5,6-Dichloro-1-(4-methoxy-benzyl)-2-(2,2,2-trifluoro-ethyl)-1H-benzoimidazole). Reaction SMILES: [H-].[Na+].ClC1C2N=C(CC(F)(F)F)[N:9](Cl)C=2C=CC=1.[Cl:19][C:20]1[CH:21]=[C:22]2[C:26](=[CH:27][C:28]=1[Cl:29])[NH:25][C:24]([CH2:30][C:31]([F:34])([F:33])[F:32])=C2.[CH3:35][O:36][C:37]1[CH:44]=[CH:43][C:40]([CH2:41]Cl)=[CH:39][CH:38]=1.[I-].[K+].[NH4+].[Cl-]>CN(C=O)C>[Cl:29][C:28]1[C:20]([Cl:19])=[CH:21][C:22]2[N:9]([CH2:41][C:40]3[CH:43]=[CH:44][C:37]([O:36][CH3:35])=[CH:38][CH:39]=3)[C:24]([CH2:30][C:31]([F:32])([F:33])[F:34])=[N:25][C:26]=2[CH:27]=1 |f:0.1,5.6,7.8|. Procedure details: NaH (60%) (120 mg, 3 mmol) was added into a solution of dichloro-2-(2,2,2-trifluoro-ethyl)-1H-benzoimidazole. 5,6-Dichloro-2-(2,2,2-trifluoro-ethyl)-1H-indole (538 mg, 2 mmol) in DMF (5 ml) at 0° C. The resulting mixture was stirred at 0° C. for half hour. 4-methoxy-benzyl chloride (470 mg, 3 mmol) and potassium iodide (498 mg, 3 mmol) were then added to the reaction mixture at 0° C. The reaction temperature was raised to 25° C. and then the reaction mixture was stirred for 18 hours. NH4Cl (aq.)... The reactants are C1(CCCCC1)N=C=NC1CCCCC1 (N,N'-dicyclohexylcarbodiimide), C[C@H](CCCOC1=CC=C(C(=O)O)C=C1)CC ((S)-p-(4-methylhexyloxy)benzoic acid), OC1=CC=C(C=O)C=C1 (p-hydroxybenzaldehyde). Reagents/catalysts: CN(C1=CC=NC=C1)C (4-(dimethylamino)-pyridine). Run in ClCCl (dichloromethane). Conditions: temperature 0 celsius, time 2 hour. The product is C(=O)C1=CC=C(C=C1)OC(C1=CC=C(C=C1)OCCC[C@H](CC)C)=O ((S)-p-(4-methylhexyloxy)benzoic acid p-formylphenyl ester). Yield: 85.8%. Reaction SMILES: C1(N=C=NC2CCCCC2)CCCCC1.[CH3:16][C@@H:17]([CH2:31][CH3:32])[CH2:18][CH2:19][CH2:20][O:21][C:22]1[CH:30]=[CH:29][C:25]([C:26]([OH:28])=[O:27])=[CH:24][CH:23]=1.O[C:34]1[CH:41]=[CH:40][C:37]([CH:38]=[O:39])=[CH:36][CH:35]=1>CN(C)C1C=CN=CC=1.ClCCl>[CH:38]([C:37]1[CH:40]=[CH:41][C:34]([O:27][C:26](=[O:28])[C:25]2[CH:24]=[CH:23][C:22]([O:21][CH2:20][CH2:19][CH2:18][C@@H:17]([CH3:16])[CH2:31][CH3:32])=[CH:30][CH:29]=2)=[CH:35][CH:36]=1)=[O:39]. Procedure: 3.7 g of N,N'-dicyclohexylcarbodiimide were added portionwise at 0° C. while stirring to a solution of 3.4 g of (S)-p-(4-methylhexyloxy)benzoic acid, 1.76 g of p-hydroxybenzaldehyde and 0.15 g of 4-(dimethylamino)-pyridine in 100 ml of dichloromethane. The mixture was stirred at 0° C. for a further 1 hour and at room temperature for 2 hours, then filtered and the filtrate was washed with 2N sodium carbonate solution and then with water, dried over sodium sulphate and concentrated. Chromatography... Starting materials: Cc1ccc(N(CC(=O)O)S(=O)(=O)c2ccc(C(C)(C)C)cc2)cc1, CCNCc1ccc(C#N)cc1. Yields the product CCN(Cc1ccc(C#N)cc1)C(=O)CN(c1ccc(C)cc1)S(=O)(=O)c1ccc(C(C)(C)C)cc1. RXN SMILES: [C:1]([CH3:2])([CH3:3])([CH3:4])[c:5]1[cH:6][cH:7][c:8]([S:11](=[O:12])(=[O:13])[N:14]([c:15]2[cH:16][cH:17][c:18]([CH3:21])[cH:19][cH:20]2)[CH2:22][C:23](=[O:24])[OH:25])[cH:9][cH:10]1.[CH2:26]([CH3:27])[NH:28][CH2:29][c:30]1[cH:31][cH:32][c:33]([C:34]#[N:35])[cH:36][cH:37]1>>[C:1]([CH3:2])([CH3:3])([CH3:4])[c:5]1[cH:6][cH:7][c:8]([S:11](=[O:12])(=[O:13])[N:14]([c:15]2[cH:16][cH:17][c:18]([CH3:21])[cH:19][cH:20]2)[CH2:22][C:23](=[O:24])[N:28]([CH2:26][CH3:27])[CH2:29][c:30]2[cH:31][cH:32][c:33]([C:34]#[N:35])[cH:36][cH:37]2)[cH:9][cH:10]1. Reactants: C([O-])([O-])=O.[K+].[K+] (potassium carbonate), FC1=CC=C(C#N)C=C1 (4-fluorobenzonitrile), C1(=CC=CC2=CC=CC=C12)[C@@H](C)N(C(OC(C)(C)C)=O)C[C@H]1CNC[C@@H]1C1=CC=CC=C1 (tert-butyl [(1R)-1-(1-naphthyl)ethyl]{[(3R,4S)-4-phenylpyrrolidin-3-yl]methyl}carbamate), CS(=O)C (DMSO). The solvent is C(C)(=O)OCC (ethyl acetate). Reaction conditions: temperature 110 celsius, time 8 hour. The product is C(#N)C1=CC=C(C=C1)N1C[C@@H]([C@H](C1)C1=CC=CC=C1)CN(C(OC(C)(C)C)=O)[C@H](C)C1=CC=CC2=CC=CC=C12 (tert-butyl {[(3R,4S)-1-(4-cyanophenyl)-4-phenylpyrrolidin-3-yl]methyl}[(1R)-1-(1-naphthyl)ethyl]carbamate). Isolated yield 58.6%. As a reaction SMILES: C(=O)([O-])[O-].[K+].[K+].F[C:8]1[CH:15]=[CH:14][C:11]([C:12]#[N:13])=[CH:10][CH:9]=1.[C:16]1([C@H:26]([N:28]([CH2:36][C@@H:37]2[C@@H:41]([C:42]3[CH:47]=[CH:46][CH:45]=[CH:44][CH:43]=3)[CH2:40][NH:39][CH2:38]2)[C:29](=[O:35])[O:30][C:31]([CH3:34])([CH3:33])[CH3:32])[CH3:27])[C:25]2[C:20](=[CH:21][CH:22]=[CH:23][CH:24]=2)[CH:19]=[CH:18][CH:17]=1.CS(C)=O>C(OCC)(=O)C>[C:12]([C:11]1[CH:14]=[CH:15][C:8]([N:39]2[CH2:40][C@H:41]([C:42]3[CH:47]=[CH:46][CH:45]=[CH:44][CH:43]=3)[C@@H:37]([CH2:36][N:28]([C@@H:26]([C:16]3[C:25]4[C:20](=[CH:21][CH:22]=[CH:23][CH:24]=4)[CH:19]=[CH:18][CH:17]=3)[CH3:27])[C:29](=[O:35])[O:30][C:31]([CH3:34])([CH3:33])[CH3:32])[CH2:38]2)=[CH:9][CH:10]=1)#[N:13] |f:0.1.2|. Reported procedure: A 650 mg portion of potassium carbonate and 339 mg of 4-fluorobenzonitrile were added to a mixture of 1.0 g of tert-butyl [(1R)-1-(1-naphthyl)ethyl]{[(3R,4S)-4-phenylpyrrolidin-3-yl]methyl}carbamate and 10 ml of DMSO and stirred overnight at 110° C. After cooling down to room temperature, the reaction solution was mixed with ethyl acetate, washed with water and saturated brine in that order and dried with anhydrous sodium sulfate. The solvent was evaporated under a reduced pressure, and the thus... Reactants: CCO, COc1ccc([N+](=O)[O-])cc1CCN(C)C. Product: COc1ccc(N)cc1CCN(C)C. As a reaction SMILES: [CH3:17][CH2:18][OH:19].[CH3:1][O:2][c:3]1[c:4]([CH2:12][CH2:13][N:14]([CH3:15])[CH3:16])[cH:5][c:6]([N+:9]([O-:10])=[O:11])[cH:7][cH:8]1>>[CH3:1][O:2][c:3]1[c:4]([CH2:12][CH2:13][N:14]([CH3:15])[CH3:16])[cH:5][c:6]([NH2:9])[cH:7][cH:8]1. RXN SMILES: C([O:3][C:4](=[O:36])[CH:5]([O:33][CH2:34][CH3:35])[CH2:6][C:7]1[CH:12]=[CH:11][C:10]([O:13][CH2:14][CH2:15][C:16]2[CH:21]=[CH:20][C:19]([O:22][S:23]([CH2:26][C:27]3[CH:32]=[CH:31][CH:30]=[CH:29][CH:28]=3)(=[O:25])=[O:24])=[CH:18][CH:17]=2)=[CH:9][CH:8]=1)C.[OH-].[Li+].Cl>O1CCCC1.O>[CH2:34]([O:33][CH:5]([CH2:6][C:7]1[CH:8]=[CH:9][C:10]([O:13][CH2:14][CH2:15][C:16]2[CH:21]=[CH:20][C:19]([O:22][S:23]([CH2:26][C:27]3[CH:32]=[CH:31][CH:30]=[CH:29][CH:28]=3)(=[O:24])=[O:25])=[CH:18][CH:17]=2)=[CH:11][CH:12]=1)[C:4]([OH:36])=[O:3])[CH3:35] |f:1.2|. Reactants: [OH-].[Li+] (lithium hydroxide), C(C)OC(C(CC1=CC=C(C=C1)OCCC1=CC=C(C=C1)OS(=O)(=O)CC1=CC=CC=C1)OCC)=O (2-ethoxy-3-{4-[2-(4-phenylmethanesulfonyloxyphenyl)ethoxy]phenyl}propanoic acid ethyl ester), Cl (hydrochloric acid). Run in O (water), O1CCCC1 (tetrahydrofuran). Procedure: 2-Ethoxy-3-{4-[2-(4-phenylmethanesulfonyloxyphenyl)ethoxy]phenyl}propanoic acid ethyl ester (described in Example 30) (0.21 g; 0.41 mmol) was dissolved in tetrahydrofuran (4 ml) and lithium hydroxide (0.021 g; 0.48 mmol) dissolved in water (1 ml) was added dropwise. The resulting solution was stirred at room temperature over night and then acidified with hydrochloric acid (2M). Extraction with ethyl acetate, drying with magnesium sulfate and evaporation gave 0.184 g (92%) of 2-ethoxy-3-{4-[2-(4-... Product: C(C)OC(C(=O)O)CC1=CC=C(C=C1)OCCC1=CC=C(C=C1)OS(=O)(=O)CC1=CC=CC=C1 (2-ethoxy-3-{4-[2-(4-phenylmethanesulfonyloxy-phenyl)ethoxy]phenyl}propanoic acid). The yield is 92.6%.